This data is from the Open Reaction Database (ORD), a public repository of structured organic reaction records. The task is: describe an organic reaction: reactants, conditions, products, and yield Starting materials: CCNc1ccccc1, Cc1ccccc1, Cn1c(=O)c(C(=O)O)c(O)c2c(Cl)cccc21, O=S(Cl)Cl, c1ccncc1. The product is CCN(C(=O)c1c(O)c2c(Cl)cccc2n(C)c1=O)c1ccccc1. As a reaction SMILES: [CH2:25]([CH3:26])[NH:27][c:28]1[cH:29][cH:30][cH:31][cH:32][cH:33]1.[CH3:18][c:19]1[cH:20][cH:21][cH:22][cH:23][cH:24]1.[OH:1][c:2]1[c:3]([C:15](=[O:16])[OH:17])[c:4](=[O:14])[n:5]([CH3:13])[c:6]2[cH:7][cH:8][cH:9][c:10]([Cl:12])[c:11]12.[S:34]([Cl:35])([Cl:36])=[O:37].[cH:38]1[cH:39][cH:40][n:41][cH:42][cH:43]1>>[OH:1][c:2]1[c:3]([C:15](=[O:17])[N:27]([CH2:25][CH3:26])[c:28]2[cH:29][cH:30][cH:31][cH:32][cH:33]2)[c:4](=[O:14])[n:5]([CH3:13])[c:6]2[cH:7][cH:8][cH:9][c:10]([Cl:12])[c:11]12. Starting materials: CN(C)c1ccccn1, Cc1cc(C(=O)Cl)ccc1[N+](=O)[O-], CCO, CC1(C)OC(=O)CC(=O)O1, ClCCl. The product is CCOC(=O)CC(=O)c1ccc([N+](=O)[O-])c(C)c1. RXN SMILES: [CH3:14][N:15]([c:16]1[cH:17][cH:18][cH:19][cH:20][n:21]1)[CH3:22].[CH3:23][c:24]1[cH:25][c:26]([C:27]([Cl:28])=[O:29])[cH:30][cH:31][c:32]1[N+:33](=[O:34])[O-:35].[CH3:36][CH2:37][OH:38].[CH3:4][C:5]1([CH3:13])[O:6][C:7](=[O:12])[CH2:8][C:9](=[O:11])[O:10]1.[Cl:1][CH2:2][Cl:3]>>[CH2:5]([O:10][C:9]([CH2:8][C:7](=[O:12])[c:26]1[cH:25][c:24]([CH3:23])[c:32]([N+:33](=[O:34])[O-:35])[cH:31][cH:30]1)=[O:11])[CH3:13]. Reactants: CC(C)n1ncnc1-c1cn2c(n1)-c1ccc(Br)cc1OCC2, CS(C)=O, NC(=O)c1ccccc1B(O)O. Product: CC(C)n1ncnc1-c1cn2c(n1)-c1ccc(-c3ccccc3C(N)=O)cc1OCC2. RXN SMILES: [Br:1][c:2]1[cH:3][c:4]2[c:5]([cH:22][cH:23]1)-[c:6]1[n:7]([cH:11][c:12](-[c:14]3[n:15][cH:16][n:17][n:18]3[CH:19]([CH3:20])[CH3:21])[n:13]1)[CH2:8][CH2:9][O:10]2.[CH3:36][S:37]([CH3:38])=[O:39].[NH2:24][C:25](=[O:26])[c:27]1[c:28]([B:33]([OH:34])[OH:35])[cH:29][cH:30][cH:31][cH:32]1>>[c:2]1(-[c:28]2[c:27]([C:25]([NH2:24])=[O:26])[cH:32][cH:31][cH:30][cH:29]2)[cH:3][c:4]2[c:5]([cH:22][cH:23]1)-[c:6]1[n:7]([cH:11][c:12](-[c:14]3[n:15][cH:16][n:17][n:18]3[CH:19]([CH3:20])[CH3:21])[n:13]1)[CH2:8][CH2:9][O:10]2. The reactants are C1=CC=CC2=C1CCC(CC2=O)C(=O)OCC (ethyl (±)-6,7,8,9-tetrahydro-5H-benzocyclohepten-5-one-7-carboxylate), [OH-].[Na+] (NaOH). Solvent: CCOCC (Et2O). Yields the product C1=CC=CC2=C1CCC(CC2=O)C(=O)O ((±)-6,7,8,9-tetrahydro-5H-benzocyclohepten-5-one-7-carboxylic acid). Isolated yield 66.9%. As a reaction SMILES: [CH:1]1[C:6]2[CH2:7][CH2:8][CH:9]([C:13]([O:15]CC)=[O:14])[CH2:10][C:11](=[O:12])[C:5]=2[CH:4]=[CH:3][CH:2]=1.[OH-].[Na+]>CCOCC>[CH:1]1[C:6]2[CH2:7][CH2:8][CH:9]([C:13]([OH:15])=[O:14])[CH2:10][C:11](=[O:12])[C:5]=2[CH:4]=[CH:3][CH:2]=1 |f:1.2|. Procedure details: A suspension of 0.7 g (3 mmol) of ethyl (±)-6,7,8,9-tetrahydro-5H-benzocyclohepten-5-one-7-carboxylate (prepared as described in Bowman, Tetrahedron, 48, 4027, 1992) in 2 mL of 2N NaOH (4 mmol) was refluxed for 2 h, then cooled and extracted with Et2O. The aqueous layer was brought to acidic pH with 10% HCl, the precipitate formed was redissolved in Et2O and the organic phase was washed with water and dried. The solvent was removed in vacuo and the resulting residue was purified by flash chromat... Starting materials: ClC=1N=C(C2=C(N1)N=C(S2)S(=O)(=O)C)N2CCOCC2 (5-Chloro-2-(methylsulfonyl)-7-morpholinothiazolo[4,5-d]pyrimidine), O1CCN(CC1)CCN (2-morpholinoethanamine). Product: ClC=1N=C(C2=C(N1)N=C(S2)NCCN2CCOCC2)N2CCOCC2 (5-chloro-7-morpholino-N-(2-morpholinoethyl)thiazolo[4,5-d]pyrimidin-2-amine). Reaction SMILES: [Cl:1][C:2]1[N:3]=[C:4]([N:15]2[CH2:20][CH2:19][O:18][CH2:17][CH2:16]2)[C:5]2[S:10][C:9](S(C)(=O)=O)=[N:8][C:6]=2[N:7]=1.[O:21]1[CH2:26][CH2:25][N:24]([CH2:27][CH2:28][NH2:29])[CH2:23][CH2:22]1>>[Cl:1][C:2]1[N:3]=[C:4]([N:15]2[CH2:20][CH2:19][O:18][CH2:17][CH2:16]2)[C:5]2[S:10][C:9]([NH:29][CH2:28][CH2:27][N:24]3[CH2:25][CH2:26][O:21][CH2:22][CH2:23]3)=[N:8][C:6]=2[N:7]=1. Procedure: 5-Chloro-2-(methylsulfonyl)-7-morpholinothiazolo[4,5-d]pyrimidine was reacted with 2-morpholinoethanamine via General Procedure C to give crude 5-chloro-7-morpholino-N-(2-morpholinoethyl)thiazolo[4,5-d]pyrimidin-2-amine, which was then reacted with 5-(4,4,5,5-tetramethyl-1,3,2-dioxaborolan-2-yl)pyrimidin-2-amine via General Procedure C again to give 136 after purification by reverse HPLC. MS (Q1) 444 (M+) The reactants are ClCCl, CN(C)C=O, O=C(Cl)C(=O)Cl, C1CCOC1, O=C(Nc1ccc(Sc2ccc(C(=O)O)cc2[N+](=O)[O-])cc1)OCC1c2ccccc2-c2ccccc21. Product: O=C(Nc1ccc(Sc2ccc(C(=O)Cl)cc2[N+](=O)[O-])cc1)OCC1c2ccccc2-c2ccccc21. Reaction SMILES: [CH2:49]([Cl:50])[Cl:51].[CH3:44][N:45]([CH3:46])[CH:47]=[O:48].[Cl:38][C:39]([C:40]([Cl:41])=[O:42])=[O:43].[O:52]1[CH2:53][CH2:54][CH2:55][CH2:56]1.[cH:1]1[cH:2][cH:3][cH:4][c:5]2[c:13]1[CH:12]([CH2:14][O:15][C:16](=[O:17])[NH:18][c:19]1[cH:20][cH:21][c:22]([S:25][c:26]3[c:27]([N+:35](=[O:36])[O-:37])[cH:28][c:29]([C:30](=[O:31])[OH:32])[cH:33][cH:34]3)[cH:23][cH:24]1)[c:11]1[c:6]-2[cH:7][cH:8][cH:9][cH:10]1>>[cH:1]1[cH:2][cH:3][cH:4][c:5]2[c:13]1[CH:12]([CH2:14][O:15][C:16](=[O:17])[NH:18][c:19]1[cH:20][cH:21][c:22]([S:25][c:26]3[c:27]([N+:35](=[O:36])[O-:37])[cH:28][c:29]([C:30](=[O:31])[Cl:38])[cH:33][cH:34]3)[cH:23][cH:24]1)[c:11]1[c:6]-2[cH:7][cH:8][cH:9][cH:10]1.